Dataset: the Open Reaction Database (ORD), a public repository of structured organic reaction records. Task: describe an organic reaction: reactants, conditions, products, and yield Starting materials: CC(C)(C)OC(=O)NC(Cc1ccc(Oc2ccc(C=O)cc2)cc1)C(=O)OCc1ccccc1, C1CCOC1, [K+], O=[Mn](=O)(=O)[O-], O. Yields the product CC(C)(C)OC(=O)NC(Cc1ccc(Oc2ccc(C(=O)O)cc2)cc1)C(=O)OCc1ccccc1. Reaction SMILES: [CH2:1]([c:2]1[cH:3][cH:4][cH:5][cH:6][cH:7]1)[O:8][C:9]([CH:10]([CH2:11][c:12]1[cH:13][cH:14][c:15]([O:18][c:19]2[cH:20][cH:21][c:22]([CH:25]=[O:26])[cH:23][cH:24]2)[cH:16][cH:17]1)[NH:27][C:28](=[O:29])[O:30][C:31]([CH3:32])([CH3:33])[CH3:34])=[O:35].[CH2:42]1[O:43][CH2:44][CH2:45][CH2:46]1.[K+:41].[Mn:36](=[O:37])([O-:38])(=[O:39])=[O:40].[OH2:47]>>[CH2:1]([c:2]1[cH:3][cH:4][cH:5][cH:6][cH:7]1)[O:8][C:9]([CH:10]([CH2:11][c:12]1[cH:13][cH:14][c:15]([O:18][c:19]2[cH:20][cH:21][c:22]([C:25](=[O:26])[OH:37])[cH:23][cH:24]2)[cH:16][cH:17]1)[NH:27][C:28](=[O:29])[O:30][C:31]([CH3:32])([CH3:33])[CH3:34])=[O:35]. Starting materials: C(C)(=O)C(C(=O)OCC)C(=O)OCC (diethyl α-acetyl-malonate), Cl.ClC=1C=C(C=CC1Cl)NN (3,4-dichlorophenylhydrazine hydrochloride), C(C)(=O)[O-].[Na+] (sodium acetate), C(C)O (ethanol). Solvent: O (water), O (water). The product is ClC=1C=C(C=CC1Cl)N1N=C(C(C1=O)C(=O)OCC)C (1-(3,4-dichlorophenyl)-3-methyl-4-carbethoxy-2-pyrazolin-5-one). Reaction SMILES: [C:1]([CH:4]([C:10]([O:12]CC)=O)[C:5]([O:7][CH2:8][CH3:9])=[O:6])(=O)[CH3:2].Cl.[Cl:16][C:17]1[CH:18]=[C:19]([NH:24][NH2:25])[CH:20]=[CH:21][C:22]=1[Cl:23].C([O-])(=O)C.[Na+].C(O)C>O>[Cl:16][C:17]1[CH:18]=[C:19]([N:24]2[C:10](=[O:12])[CH:4]([C:5]([O:7][CH2:8][CH3:9])=[O:6])[C:1]([CH3:2])=[N:25]2)[CH:20]=[CH:21][C:22]=1[Cl:23] |f:1.2,3.4|. Procedure: The starting material is prepared as follows: The mixture of 1.3 g of diethyl α-acetyl-malonate, 1.3 g of 3,4-dichlorophenylhydrazine hydrochloride, 0.5 g of sodium acetate, 30 ml of ethanol and 10 ml of water is warmed on the steam cone for 10 minutes. It is diluted with water, extracted with diethyl ether, the extract washed with water, dried and evaporated. The residue is taken up in 50 ml of xylene, the solution distilled for 10 minutes and refluxed for 85 minutes. It is evaporated and the r...